From a dataset of the Open Reaction Database (ORD), a public repository of structured organic reaction records. describe an organic reaction: reactants, conditions, products, and yield Reactants: C(C)(C)NC(C)C (diisopropylamine), C(CCC)[Li] (n-butyllithium), CC(C(=O)Cl)(CCOC(CCCCCCCCC)=O)C (2,2-dimethyl-4-[(1-oxodecyl)oxy]butanoyl chloride), CN1C[C@@H]2C(C3=C(C[C@H]2CC1)NC1=C3CCC1)=O (trans-1,3,4,4a,5,7,8,9,10,10a-decahydro-2-methyl-6H-cyclopenta[4,5]pyrrolo[2,3-g]isoquinolin-10(2H)-one). Run in O1CCCC1 (tetrahydrofuran), CCCCCC (hexane), O1CCCC1 (tetrahydrofuran). Conditions: time 30 minute. Product: CC(C(=O)N1C2=C(C3=C1C[C@H]1CCN(C[C@@H]1C3=O)C)CCC2)(CCOC(CCCCCCCCC)=O)C (trans-1,3,4,4a,5,6,7,8,9,10a-Decahydro-6-[2,2-dimethyl-1-oxo-4-[(1-oxodecyl)oxy]butyl]-2-methylcyclopenta[4,5]pyrrolo[2,3-g]isoquinolin-10(2H)-one). Yield: 46.9%. Reaction SMILES: C(NC(C)C)(C)C.C([Li])CCC.[CH3:13][N:14]1[CH2:23][CH2:22][C@H:21]2[C@@H:16]([C:17](=[O:30])[C:18]3[C:26]4[CH2:27][CH2:28][CH2:29][C:25]=4[NH:24][C:19]=3[CH2:20]2)[CH2:15]1.[CH3:31][C:32]([CH3:50])([CH2:36][CH2:37][O:38][C:39](=[O:49])[CH2:40][CH2:41][CH2:42][CH2:43][CH2:44][CH2:45][CH2:46][CH2:47][CH3:48])[C:33](Cl)=[O:34]>O1CCCC1.CCCCCC>[CH3:50][C:32]([CH3:31])([CH2:36][CH2:37][O:38][C:39](=[O:49])[CH2:40][CH2:41][CH2:42][CH2:43][CH2:44][CH2:45][CH2:46][CH2:47][CH3:48])[C:33]([N:24]1[C:19]2[CH2:20][C@@H:21]3[C@@H:16]([C:17](=[O:30])[C:18]=2[C:26]2[CH2:27][CH2:28][CH2:29][C:25]1=2)[CH2:15][N:14]([CH3:13])[CH2:23][CH2:22]3)=[O:34]. Procedure: To a solution of diisopropylamine (0.15 g) in tetrahydrofuran (15 mL) was added n-butyllithium in hexane (0.75 mL, 2M solution) at -20° to -30° and the solution was stirred at -20° to -30° C. for 30 minutes. To the solution was added at -20° to -30° C. (in one portion) trans-1,3,4,4a,5,7,8,9,10,10a-decahydro-2-methyl-6H-cyclopenta[4,5]pyrrolo[2,3-g]isoquinolin-10(2H)-one (0.244 g) and the mixture was stirred at -20° C. for 2 hours. To the solution was added the crude 2,2-dimethyl-4-[(1-oxodecyl)... Reactants: C1=CC=C(C=C1)P(CCCCP(C2=CC=CC=C2)C3=CC=CC=C3)C4=CC=CC=C4 (dppb), BrCCBr (1,2-dibromoethane), [OH-].[Na+] (NaOH). The reagents and catalysts are C(C)(=O)[O-].[Pd+2].C(C)(=O)[O-] (palladium acetate). The solvent is ClCCl (Dichloromethane), ClCCl (dichloromethane). Run at time 30 minute. Yields the product P(C1=CC=CC=C1)(C1=CC=CC=C1)CCCCP(=O)(C1=CC=CC=C1)C1=CC=CC=C1 (Ph2PCH2CH2CH2CH2P(O)Ph2). Reaction SMILES: [CH:1]1[CH:6]=[CH:5][C:4]([P:7]([C:25]2[CH:30]=[CH:29][CH:28]=[CH:27][CH:26]=2)[CH2:8][CH2:9][CH2:10][CH2:11][P:12]([C:19]2[CH:24]=[CH:23][CH:22]=[CH:21][CH:20]=2)[C:13]2[CH:18]=[CH:17][CH:16]=[CH:15][CH:14]=2)=[CH:3][CH:2]=1.BrCCBr.[OH-:35].[Na+]>C([O-])(=O)C.[Pd+2].C([O-])(=O)C.ClCCl>[P:7]([CH2:8][CH2:9][CH2:10][CH2:11][P:12]([C:13]1[CH:14]=[CH:15][CH:16]=[CH:17][CH:18]=1)([C:19]1[CH:20]=[CH:21][CH:22]=[CH:23][CH:24]=1)=[O:35])([C:25]1[CH:30]=[CH:29][CH:28]=[CH:27][CH:26]=1)[C:4]1[CH:3]=[CH:2][CH:1]=[CH:6][CH:5]=1 |f:2.3,4.5.6|. Procedure: A mixture of palladium acetate (10 mg; 4.45×10-2 mmol), dppb (4.00 g; 9.4 mmol), 1,2-dibromoethane (3.6 g; 19.15 mmol), and dichloromethane (10 mL) was stirred for 30 minutes. To this suspension, aqueous NaOH (20% by weight; 10 mL) was added and the mixture was vigorously stirred at room temperature for 3 days. Dichloromethane (30 mL) was added, the organic phase was filtered through a silica plug which was then washed with 80 mL of CH2Cl2 /AcOEt (5:3 by volume). The combined organic solutions w... Starting materials: B, CSC, CO, CC(=O)O, CC(C)(C)OC(=O)Nc1cc(NC=O)ccc1F, C1CCOC1. The product is CNc1ccc(F)c(NC(=O)OC(C)(C)C)c1. Reaction SMILES: [BH3:22].[CH3:19][S:20][CH3:21].[CH3:23][OH:24].[CH3:25][C:26](=[O:27])[OH:28].[F:1][c:2]1[c:3]([NH:11][C:12]([O:13][C:14]([CH3:15])([CH3:16])[CH3:17])=[O:18])[cH:4][c:5]([NH:8][CH:9]=[O:10])[cH:6][cH:7]1.[O:29]1[CH2:30][CH2:31][CH2:32][CH2:33]1>>[F:1][c:2]1[c:3]([NH:11][C:12]([O:13][C:14]([CH3:15])([CH3:16])[CH3:17])=[O:18])[cH:4][c:5]([NH:8][CH3:9])[cH:6][cH:7]1. Starting materials: CC(C)(C)OC(=O)N1CCC(C[P+](c2ccccc2)(c2ccccc2)c2ccccc2)CC1, C1CCOC1, Cc1ccccc1, C[Si](C)(C)[N-][Si](C)(C)C, COC(O)C(F)(F)c1ccccn1, [I-], [K+]. Product: CC(C)(C)OC(=O)N1CCC(C=CC(F)(F)c2ccccn2)CC1. As a reaction SMILES: [C:2]([CH3:3])([CH3:4])([CH3:5])[O:6][C:7](=[O:8])[N:9]1[CH2:10][CH2:11][CH:12]([CH2:15][P+:16]([c:17]2[cH:18][cH:19][cH:20][cH:21][cH:22]2)([c:23]2[cH:24][cH:25][cH:26][cH:27][cH:28]2)[c:29]2[cH:30][cH:31][cH:32][cH:33][cH:34]2)[CH2:13][CH2:14]1.[CH2:65]1[O:66][CH2:67][CH2:68][CH2:69]1.[CH3:35][c:36]1[cH:37][cH:38][cH:39][cH:40][cH:41]1.[CH3:42][Si:43]([N-:44][Si:45]([CH3:46])([CH3:47])[CH3:48])([CH3:49])[CH3:50].[F:52][C:53]([CH:54]([O:55][CH3:56])[OH:57])([c:58]1[n:59][cH:60][cH:61][cH:62][cH:63]1)[F:64].[I-:1].[K+:51]>>[C:2]([CH3:3])([CH3:4])([CH3:5])[O:6][C:7](=[O:8])[N:9]1[CH2:10][CH2:11][CH:12]([CH:15]=[CH:54][C:53]([F:52])([c:58]2[n:59][cH:60][cH:61][cH:62][cH:63]2)[F:64])[CH2:13][CH2:14]1. The reactants are COc1c(F)c(F)cc(C(=O)O)c1F, O=S(Cl)Cl, c1ccccc1. Product: COc1c(F)c(F)cc(C(=O)Cl)c1F. Reaction SMILES: [CH3:1][O:2][c:3]1[c:4]([F:14])[c:5]([C:6](=[O:7])[OH:8])[cH:9][c:10]([F:13])[c:11]1[F:12].[S:15]([Cl:16])([Cl:17])=[O:18].[cH:19]1[cH:20][cH:21][cH:22][cH:23][cH:24]1>>[CH3:1][O:2][c:3]1[c:4]([F:14])[c:5]([C:6](=[O:7])[Cl:17])[cH:9][c:10]([F:13])[c:11]1[F:12].